This data is from the Open Reaction Database (ORD), a public repository of structured organic reaction records. The task is: describe an organic reaction: reactants, conditions, products, and yield Starting materials: CCC(=O)c1cnc(Br)s1, CS(=O)(=O)[O-], CS(C)=O, CCOC(C)=O, [Cu]I, [Na+]. Product: CCC(=O)c1cnc(S(C)(=O)=O)s1. As a reaction SMILES: [Br:1][c:2]1[s:3][c:4]([C:7]([CH2:8][CH3:9])=[O:10])[cH:5][n:6]1.[CH3:11][S:12](=[O:13])(=[O:14])[O-:15].[CH3:17][S:18](=[O:19])[CH3:20].[CH3:21][CH2:22][O:23][C:24]([CH3:25])=[O:26].[Cu:27][I:28].[Na+:16]>>[c:2]1([S:12]([CH3:11])(=[O:13])=[O:14])[s:3][c:4]([C:7]([CH2:8][CH3:9])=[O:10])[cH:5][n:6]1.